Dataset: the Open Reaction Database (ORD), a public repository of structured organic reaction records. Task: describe an organic reaction: reactants, conditions, products, and yield Starting materials: BrC1=C(C=C(C=C1)C(F)(F)F)S(=O)(=O)N1CC(NCC1)=O (4-((2-bromo-5-(trifluoromethyl)phenyl)-sulfonyl)-piperazin-2-one), FC1=C(C=CC(=C1)B1OC(C(O1)(C)C)(C)C)C=1C=NC(=NC1)N (5-(2-fluoro-4-(4,4,5,5-tetramethyl-1,3,2-dioxaborolan-2-yl)phenyl)-pyrimidin-2-amine). The product is NC1=NC=C(C=N1)C1=C(C=C(C=C1)C1=C(C=C(C=C1)C(F)(F)F)S(=O)(=O)N1CC(NCC1)=O)F (4-{[4′-(2-Aminopyrimidin-5-yl)-3′-fluoro-4-(trifluoromethyl)biphenyl-2-yl]sulfonyl}piperazin-2-one). As a reaction SMILES: Br[C:2]1[CH:7]=[CH:6][C:5]([C:8]([F:11])([F:10])[F:9])=[CH:4][C:3]=1[S:12]([N:15]1[CH2:20][CH2:19][NH:18][C:17](=[O:21])[CH2:16]1)(=[O:14])=[O:13].[F:22][C:23]1[CH:28]=[C:27](B2OC(C)(C)C(C)(C)O2)[CH:26]=[CH:25][C:24]=1[C:38]1[CH:39]=[N:40][C:41]([NH2:44])=[N:42][CH:43]=1>>[NH2:44][C:41]1[N:42]=[CH:43][C:38]([C:24]2[CH:25]=[CH:26][C:27]([C:2]3[CH:7]=[CH:6][C:5]([C:8]([F:11])([F:10])[F:9])=[CH:4][C:3]=3[S:12]([N:15]3[CH2:20][CH2:19][NH:18][C:17](=[O:21])[CH2:16]3)(=[O:14])=[O:13])=[CH:28][C:23]=2[F:22])=[CH:39][N:40]=1. Procedure: The title compound was prepared in a manner similar to that described in Example 88 using 4-((2-bromo-5-(trifluoromethyl)phenyl)-sulfonyl)-piperazin-2-one and 5-(2-fluoro-4-(4,4,5,5-tetramethyl-1,3,2-dioxaborolan-2-yl)phenyl)-pyrimidin-2-amine. MS (ESI): mass calcd. for C21H17F4N5O3S, 495.10; m/z found, 496.0 [M+H]+. 1H NMR (500 MHz, CD3OD) δ 8.70-8.61 (d, J=1.2, 2H), 8.40 (s, 1H), 8.10-8.03 (d, J=157.7, 1H), 7.71-7.64 (d, J=7.9, 1H), 7.64-7.58 (m, 1H), 7.39-7.37 (m, 1H), 7.36 (s, 1H), 3.34 (s, ... Starting materials: CN1C(CCC1)C1=CN(C=CC1[Si](C)(C)C)[Si](C)(C)C (3-(1-methylpyrrolidin-2-yl)-1,4-bis-trimethylsilanyl-1,4-dihydropyridine), CN(C(=O)Cl)C (dimethylcarbamyl chloride), C(=O)(O)[O-].[Na+] (NaHCO3). Solvent: C(Cl)Cl (CH2Cl2). Reaction conditions: time 1 day. The product is CN(C(=O)N1C=C(C(C=C1)[Si](C)(C)C)C1N(CCC1)C)C (3-(1-methylpyrrolidin-2-yl)-4-trimethylsilanyl-4H-pyridine-1-carboxylic acid dimethylamide). Yield: 59.0%. RXN SMILES: [CH3:1][N:2]1[CH2:6][CH2:5][CH2:4][CH:3]1[C:7]1[CH:12]([Si:13]([CH3:16])([CH3:15])[CH3:14])[CH:11]=[CH:10][N:9]([Si](C)(C)C)[CH:8]=1.[CH3:21][N:22]([CH3:26])[C:23](Cl)=[O:24].C([O-])(O)=O.[Na+]>C(Cl)Cl>[CH3:21][N:22]([CH3:26])[C:23]([N:9]1[CH:10]=[CH:11][CH:12]([Si:13]([CH3:16])([CH3:15])[CH3:14])[C:7]([CH:3]2[CH2:4][CH2:5][CH2:6][N:2]2[CH3:1])=[CH:8]1)=[O:24] |f:2.3|. Procedure: To a stirred solution of 3-(1-methylpyrrolidin-2-yl)-1,4-bis-trimethylsilanyl-1,4-dihydropyridine i (0.2 mL, 1.36 mmol) in CH2Cl2 (6 mL) under Ar was added dropwise dimethylcarbamyl chloride (0.19 mL, 2.04 mmol). The reaction mixture was stirred at RT for 1 day. It was then poured into a saturated solution of NaHCO3 (3 mL). The aqueous phase was extracted with CH2Cl2 (5 times). The combined organic layers were washed with water and brine and dried over MgSO4. Evaporation of the solvent under red... Starting materials: CC1=NC=2N(C(=C1)C)N=C(N2)S (5,7-dimethyl-[1,2,4]triazolo[1,5-a]pyrimidine-2-thiol), BrCCOC1CCCCC1 (2-bromoethoxy cyclohexane). Yields the product C1(CCCCC1)OCCSC1=NN2C(N=C(C=C2C)C)=N1 (2-{[2-(cyclohexyloxy)ethyl]sulfanyl}-5,7-dimethyl-[1,2,4-]triazolo[1,5-a]pyrimidine). Isolated yield 78.0%. RXN SMILES: [CH3:1][C:2]1[CH:7]=[C:6]([CH3:8])[N:5]2[N:9]=[C:10]([SH:12])[N:11]=[C:4]2[N:3]=1.Br[CH2:14][CH2:15][O:16][CH:17]1[CH2:22][CH2:21][CH2:20][CH2:19][CH2:18]1>>[CH:17]1([O:16][CH2:15][CH2:14][S:12][C:10]2[N:11]=[C:4]3[N:3]=[C:2]([CH3:1])[CH:7]=[C:6]([CH3:8])[N:5]3[N:9]=2)[CH2:22][CH2:21][CH2:20][CH2:19][CH2:18]1. Procedure: The title compound was prepared according to the experimentals described for Example 1 above from 5,7-dimethyl-[1,2,4]triazolo[1,5-a]pyrimidine-2-thiol and 2-bromoethoxy cyclohexane in 78% yield; EM (calc.): 306.2; MS (ESI) m/e: 307.2 (M+H)+. The reactants are ClC1=C/C(/C2=CC=CC=C2C1=O)=N\S(=O)(=O)C1=CC=C(C=C1)C1=CC=CC=C1 ((E)-N-(3-chloro-4-oxonaphthalen-1(4H)-ylidene)biphenyl-4-sulfonamide), OC1=C(C=C(C2=CC=CC=C12)NS(=O)(=O)C=1SC=CC1)SCC(=O)O (2-(1-hydroxy-4-(thiophene-2-sulfonamido)naphthalen-2-ylthio)acetic acid), C1=CC=C(C(=C1)C(=O)O)S (2-thiosalicylic acid). Yields the product C1(=CC=C(C=C1)S(=O)(=O)NC1=CC(=C(C2=CC=CC=C12)O)SC1=C(C(=O)O)C=CC=C1)C1=CC=CC=C1 (2-(4-(biphenyl-4-ylsulfonamido)-1-hydroxynaphthalen-2-ylthio)benzoic acid), title compound. The yield is 65.9%. As a reaction SMILES: OC1C2C(=CC=CC=2)C(NS(C2SC=CC=2)(=O)=O)=CC=1SCC(O)=O.[CH:26]1[CH:31]=[C:30]([C:32]([OH:34])=[O:33])[C:29]([SH:35])=[CH:28][CH:27]=1.Cl[C:37]1[C:46](=[O:47])[C:45]2[C:40](=[CH:41][CH:42]=[CH:43][CH:44]=2)/[C:39](=[N:48]/[S:49]([C:52]2[CH:57]=[CH:56][C:55]([C:58]3[CH:63]=[CH:62][CH:61]=[CH:60][CH:59]=3)=[CH:54][CH:53]=2)(=[O:51])=[O:50])/[CH:38]=1>>[C:55]1([C:58]2[CH:59]=[CH:60][CH:61]=[CH:62][CH:63]=2)[CH:56]=[CH:57][C:52]([S:49]([NH:48][C:39]2[C:40]3[C:45](=[CH:44][CH:43]=[CH:42][CH:41]=3)[C:46]([OH:47])=[C:37]([S:35][C:29]3[CH:28]=[CH:27][CH:26]=[CH:31][C:30]=3[C:32]([OH:34])=[O:33])[CH:38]=2)(=[O:51])=[O:50])=[CH:53][CH:54]=1. Reported procedure: 5.2.62 2-(4-(biphenyl-4-ylsulfonamido)-1-hydroxynaphthalen-2-ylthio)benzoic acid (14t) was prepared according to the procedure of procedure B for 10a except using 2-thiosalicylic acid and (E)-N-(3-chloro-4-oxonaphthalen-1(4H)-ylidene)biphenyl-4-sulfonamide (12b), which afforded the title compound 17.4 mg (65.9%) as an off-white solid, m.p.: 205° C. (dec.). The reactants are O=C(C(C1=CC=CC=C1)OC([C@@H]1N(C[C@@H](C1)O)C(=O)OCC1=CC=CC=C1)=O)C1=CC=CC=C1 (cis-4-hydroxy-N-benzyloxycarbonyl-D-proline 2-oxo-1,2-diphenylethyl ester), C(=O)(C)[O-].[NH4+] (AcONH4). Run in CC(=O)O (AcOH). Run at temperature 120 celsius, time 1 hour. Yields the product C(C)(=O)O[C@@H]1C[C@@H](N(C1)C(=O)OCC1=CC=CC=C1)C=1OC(=C(N1)C1=CC=CC=C1)C1=CC=CC=C1 (benzyl (2R, 4R)-4-acetoxy-2-(4,5-diphenyloxazol-2-yl)pyrrolidine-1-carboxylate). The yield is 13.2%. Reaction SMILES: O=[C:2]([C:29]1[CH:34]=[CH:33][CH:32]=[CH:31][CH:30]=1)[CH:3]([O:10][C:11](=O)[C@H:12]1[CH2:16][C@@H:15](O)[CH2:14][N:13]1[C:18]([O:20][CH2:21][C:22]1[CH:27]=[CH:26][CH:25]=[CH:24][CH:23]=1)=[O:19])[C:4]1[CH:9]=[CH:8][CH:7]=[CH:6][CH:5]=1.[C:35]([O-:38])([CH3:37])=[O:36].[NH4+:39]>CC(O)=O>[C:35]([O:38][C@H:15]1[CH2:14][N:13]([C:18]([O:20][CH2:21][C:22]2[CH:27]=[CH:26][CH:25]=[CH:24][CH:23]=2)=[O:19])[C@@H:12]([C:11]2[O:10][C:3]([C:4]3[CH:9]=[CH:8][CH:7]=[CH:6][CH:5]=3)=[C:2]([C:29]3[CH:34]=[CH:33][CH:32]=[CH:31][CH:30]=3)[N:39]=2)[CH2:16]1)(=[O:36])[CH3:37] |f:1.2|. Reported procedure: A mixture of cis-4-hydroxy-N-benzyloxycarbonyl-D-proline 2-oxo-1,2-diphenylethyl ester (7.0 g) and AcONH4 (11.8 g) in AcOH was stirred at 120° C. for 1 hour. The reaction mixture was evaporated, and the residue was dissolved in EtOAc, washed with water, 3N NaOH solution, water and brine, dried (MgSO4), and evaporated in vacuo. The residue was purified by silica gal column chromatography (hexane-EtOAc, 1:1˜2:3 elution) to give first benzyl (2R, 4R)-4-acetoxy-2-(4,5-diphenyloxazol-2-yl)pyrrolidine... Reactants: ClC1=NC2=CC(=C(C=C2NC1=O)Cl)Cl (2,6,7-trichloroquinoxalin-3(4H)-one), C(NN)(=O)OCC (ethyl carbazate). The solvent is C(C)#N (acetonitrile). Run at temperature 24 celsius. Product: C(C)OC(=O)NNC1=NC2=CC(=C(C=C2NC1=O)Cl)Cl (2-(Ethoxycarbonylhydrazino)-6,7-dichloro-quinoxalin-3(4H)-one). The yield is 85.0%. As a reaction SMILES: Cl[C:2]1[C:11](=[O:12])[NH:10][C:9]2[C:4](=[CH:5][C:6]([Cl:14])=[C:7]([Cl:13])[CH:8]=2)[N:3]=1.[C:15]([O:19][CH2:20][CH3:21])(=[O:18])[NH:16][NH2:17]>C(#N)C>[CH2:20]([O:19][C:15]([NH:16][NH:17][C:2]1[C:11](=[O:12])[NH:10][C:9]2[C:4](=[CH:5][C:6]([Cl:14])=[C:7]([Cl:13])[CH:8]=2)[N:3]=1)=[O:18])[CH3:21]. Reported procedure: To a solution of 0.58 g (~2.3 mmol) 2,6,7-trichloroquinoxalin-3(4H)-one in 25 ml of acetonitrile was added 0.27 g (~2.6 mmol) of ethyl carbazate. The reaction mixture was refluxed for 3 h. Cooling to 24° C. gave the title compound (0.62 g; 84%) as a precipitate. M.p. >300° C. decomp.